From a dataset of the Open Reaction Database (ORD), a public repository of structured organic reaction records. describe an organic reaction: reactants, conditions, products, and yield Starting materials: COc1ccccc1-c1ccc2cnc(O)nn12, Nc1ccc2nc(CO)[nH]c2c1. The product is COc1ccccc1-c1ccc2cnc(Nc3ccc4nc(CO)[nH]c4c3)nn12. Reaction SMILES: [CH3:1][O:2][c:3]1[c:4](-[c:9]2[cH:10][cH:11][c:12]3[cH:13][n:14][c:15]([OH:18])[n:16][n:17]23)[cH:5][cH:6][cH:7][cH:8]1.[NH2:19][c:20]1[cH:21][cH:22][c:23]2[c:24]([nH:25][c:26]([CH2:28][OH:29])[n:27]2)[cH:30]1>>[CH3:1][O:2][c:3]1[c:4](-[c:9]2[cH:10][cH:11][c:12]3[cH:13][n:14][c:15]([NH:19][c:20]4[cH:21][cH:22][c:23]5[c:24]([nH:25][c:26]([CH2:28][OH:29])[n:27]5)[cH:30]4)[n:16][n:17]23)[cH:5][cH:6][cH:7][cH:8]1. Starting materials: [BH4-].[Na+] (sodium borohydride), O1C(CCC2=CC=CC=C12)C(=O)OCC (ethyl 2-chromanecarboxylate), CC(=O)C (acetone). Solvent: O1CCCC1 (tetrahydrofuran), O (water), O (water). Conditions: time 48 hour. The product is O1C(CCC2=CC=CC=C12)CO (2-Chromanemethanol). Yield: 96.6%. RXN SMILES: [O:1]1[C:10]2[C:5](=[CH:6][CH:7]=[CH:8][CH:9]=2)[CH2:4][CH2:3][CH:2]1[C:11](OCC)=[O:12].[BH4-].[Na+].CC(C)=O>O1CCCC1.O>[O:1]1[C:10]2[C:5](=[CH:6][CH:7]=[CH:8][CH:9]=2)[CH2:4][CH2:3][CH:2]1[CH2:11][OH:12] |f:1.2|. Procedure: A solution of ethyl 2-chromanecarboxylate (1.575 g, 7.68 mmol) in a mixture of tetrahydrofuran (75 ml) and water (2 ml) was added with sodium borohydride (0.686 g, 18.2 mmol) in small portions and the mixture was left under stirring at room temperature for 48 h. Afterwards the mixture was cooled at -10° C. and added with acetone (47 ml) stirring at room temperature for 0.5 h. Subsequently water (100 ml) was added and the mixture was extracted with dichloromethane. The combined organic phases wer... Starting materials: CN(C=O)C (Dimethylformamide), [N+](=O)([O-])C1=CC=C2CCC(C2=C1)C(=O)O (6-nitro-1-indancarboxylic acid), [N+](=O)([O-])C1=CC=C2CCC(C2=C1)C(=O)O (6-Nitro-1-indancarboxylic acid), S(=O)(Cl)Cl (thionylchloride), C1(=CC=CC=C1)C (Toluene). Run in ClCCl (dichloromethane). Run at time 1.5 hour. Yields the product [N+](=O)([O-])C1=CC=C2CCC(C2=C1)C(=O)N (6-nitroindan-1-carboxamide). Reaction SMILES: C[N:2](C)[CH:3]=[O:4].[N+:6]([C:9]1[CH:17]=[C:16]2[C:12]([CH2:13][CH2:14][CH:15]2C(O)=O)=[CH:11][CH:10]=1)([O-:8])=[O:7].S(Cl)(Cl)=O.C1(C)C=CC=CC=1>ClCCl>[N+:6]([C:9]1[CH:17]=[C:16]2[C:12]([CH2:13][CH2:14][CH:15]2[C:3]([NH2:2])=[O:4])=[CH:11][CH:10]=1)([O-:8])=[O:7]. Procedure: Dimethylformamide (DMF, 1 ml) was added to a solution of 6-nitro-1-indancarboxylic acid, 1a (13 g) and thionylchloride (18 ml) in dichloromethane (125 ml). The mixture was heated to reflux for 4 hours. Toluene was added and volatile material was evaporated in vacua. The thus obtained carboxylic acid chloride was dissolved in dichloromethane (100 ml) and added dropwise to a solution of 4-(4-fluoro phenyl)piperidine (19.5 g) and triethylamine (7 ml) in dichloromethane (100 ml) at 0-5° C. The mixtu... Reactants: OC1=C(C(=NC2=CC=CC=C12)C(=O)OC)C(=O)OC (dimethyl 4-hydroxyquinoline-2,3-dicarboxylate), O.NN (hydrazine hydrate). Solvent: C(C)O (ethanol). The product is OC1=C2C(=NC=3C=CC=CC13)C(NNC2=O)=O (2,3-Dihydro-10-hydroxypyridazino[4,5-b]quinoline-1,4-dione). Isolated yield 112.8%. RXN SMILES: [OH:1][C:2]1[C:11]2[C:6](=[CH:7][CH:8]=[CH:9][CH:10]=2)[N:5]=[C:4]([C:12](OC)=[O:13])[C:3]=1[C:16]([O:18]C)=O.O.[NH2:21][NH2:22]>C(O)C>[OH:1][C:2]1[C:11]2[CH:10]=[CH:9][CH:8]=[CH:7][C:6]=2[N:5]=[C:4]2[C:12](=[O:13])[NH:21][NH:22][C:16](=[O:18])[C:3]=12 |f:1.2|. Procedure: To a stirred suspension of dimethyl 4-hydroxyquinoline-2,3-dicarboxylate (1.00 g, 3.83 mM, prepared as described by H. Biere and W. Seelen, Liebigs Ann. Chem. 1976, 1972) in ethanol (15 mL) was added hydrazine hydrate (9.64 g, 193 mM) whereupon the solids dissolved. The resulting solution was refluxed for 3 hr during which time a thick precipitate formed. The cooled reaction mixture was filtered and the collected yellow solids were washed with ethanol and then ether. Air drying provided 0.99 g o... Starting materials: CC(C)(C)OC(=O)N1CCN(c2cccc3c2CCNC3)CC1, CCOCC, [Na+], [Na+], O=C([O-])[O-], O=S(=O)(Cl)c1ccccc1. Yields the product CC(C)(C)OC(=O)N1CCN(c2cccc3c2CCN(S(=O)(=O)c2ccccc2)C3)CC1. As a reaction SMILES: [C:1]([CH3:2])([CH3:3])([CH3:4])[O:5][C:6](=[O:7])[N:8]1[CH2:9][CH2:10][N:11]([c:14]2[c:15]3[c:20]([cH:21][cH:22][cH:23]2)[CH2:19][NH:18][CH2:17][CH2:16]3)[CH2:12][CH2:13]1.[CH3:40][CH2:41][O:42][CH2:43][CH3:44].[Na+:34].[Na+:35].[O-:36][C:37](=[O:38])[O-:39].[c:24]1([S:30](=[O:31])(=[O:32])[Cl:33])[cH:25][cH:26][cH:27][cH:28][cH:29]1>>[C:1]([CH3:2])([CH3:3])([CH3:4])[O:5][C:6](=[O:7])[N:8]1[CH2:9][CH2:10][N:11]([c:14]2[c:15]3[c:20]([cH:21][cH:22][cH:23]2)[CH2:19][N:18]([S:30]([c:24]2[cH:25][cH:26][cH:27][cH:28][cH:29]2)(=[O:31])=[O:32])[CH2:17][CH2:16]3)[CH2:12][CH2:13]1. Reactants: S-(−)-1-phenyl ethylamine, C(=O)([O-])[O-].[K+].[K+] (K2CO3), CN(C)C=O (DMF), N[C@@H](CC1=CC=C2C=CC=CC2=C1)C(=O)O (Nal), BrCCC=C (4-bromobutene). The solvent is CCOCC (ether). Reaction conditions: temperature 0 celsius, time 10 minute. Yields the product C(CC=C)N[C@@H](C)C1=CC=CC=C1 (But-3-enyl-((S)-1-phenyl-ethyl)-amine). The yield is 76.7%. Reaction SMILES: C([O-])([O-])=O.[K+].[K+].Br[CH2:8][CH2:9][CH:10]=[CH2:11].N[C@H:13](C(O)=O)[CH2:14][C:15]1[CH:24]=[C:23]2[C:18](C=CC=C2)=[CH:17][CH:16]=1.C[N:29](C=O)C>CCOCC>[CH2:8]([NH:29][C@H:14]([C:15]1[CH:24]=[CH:23][CH:18]=[CH:17][CH:16]=1)[CH3:13])[CH2:9][CH:10]=[CH2:11] |f:0.1.2|. Procedure: To a solution of S-(−)-1-phenyl ethylamine (15.75 g, 130 mmol) in 150 mL of DMF at 0° C. is added K2CO3 (53.9 g, 390 mmol) in small portions. After stirring at 0° C. for 10 min, 4-bromobutene (13.5 g, 100 mmol) is added dropwise and followed by Nal (58.5 g, 390 mmol) in small portions. The reaction mixture, a white suspension, is heated to 95° C. and stirred overnight/16 hrs. The solution is cooled to RT and diluted with 200 mL of ether, and washed with 3×100 ml of water. The organic layer is dr... The reactants are [H-].[H-].[H-].[H-].[Li+].[Al+3] (LiAlH4), FC1=CC=C(OCC(=O)OC(C)(C)C)C=C1 (tert-butyl 2-(4-fluorophenoxy)acetate), [OH-].[Na+] (NaOH), [O-]S(=O)(=O)[O-].[Na+].[Na+] (Na2SO4). Run in O1CCCC1 (tetrahydrofuran), O (H2O). Conditions: time 20 minute. Yields the product FC1=CC=C(OCCO)C=C1 (2-(4-fluorophenoxy)ethanol). Isolated yield 79.7%. RXN SMILES: [H-].[H-].[H-].[H-].[Li+].[Al+3].[F:7][C:8]1[CH:22]=[CH:21][C:11]([O:12][CH2:13][C:14](OC(C)(C)C)=[O:15])=[CH:10][CH:9]=1.[OH-].[Na+].[O-]S([O-])(=O)=O.[Na+].[Na+]>O1CCCC1.O>[F:7][C:8]1[CH:22]=[CH:21][C:11]([O:12][CH2:13][CH2:14][OH:15])=[CH:10][CH:9]=1 |f:0.1.2.3.4.5,7.8,9.10.11|. Procedure details: LiAlH4 (378 mg, 10.0 mmol) was added at −15° C. to a solution of tert-butyl 2-(4-fluorophenoxy)acetate (2.03 g, 9.00 mmol) in tetrahydrofuran (10 ml) and stirred at room temperature for 20 minutes. Aqueous 15% NaOH solution (2 ml), Na2SO4 (2.84 g) and H2O (6 ml) were added to the reaction mixture and stirred for 1 hour. The resulting precipitation was filtered off and washed with tetrahydrofuran (30 ml×3). The filtrate was dried over Na2SO4, filtered and concentrated in vacuo to give 2-(4-fluoro...